Dataset: the Open Reaction Database (ORD), a public repository of structured organic reaction records. Task: describe an organic reaction: reactants, conditions, products, and yield The reactants are FC1=CC=C(C=C1)C(F)(F)F (1-fluoro-4-trifluoromethyl benzene), COC(C1=CC=C(C=C1)O)=O (4-hydroxy benzoic acid methyl ester). Yields the product FC(C1=CC=C(OC2=CC=C(C(=O)O)C=C2)C=C1)(F)F (4-(4-Trifluoromethyl-phenoxy)benzoic acid), acid. Isolated yield 80.0%. Reaction SMILES: F[C:2]1[CH:7]=[CH:6][C:5]([C:8]([F:11])([F:10])[F:9])=[CH:4][CH:3]=1.C[O:13][C:14](=[O:22])[C:15]1[CH:20]=[CH:19][C:18]([OH:21])=[CH:17][CH:16]=1>>[F:9][C:8]([F:11])([F:10])[C:5]1[CH:6]=[CH:7][C:2]([O:21][C:18]2[CH:19]=[CH:20][C:15]([C:14]([OH:22])=[O:13])=[CH:16][CH:17]=2)=[CH:3][CH:4]=1. Procedure: 4-(4-Trifluoromethyl-phenoxy)benzoic acid (474 mg, 80%) was prepared from 1-fluoro-4-trifluoromethyl benzene (328 mg, 2.0 mmol) and 4-hydroxy benzoic acid methyl ester (304 mg, 2.0 mmol) following general procedure B, then hydrolyzed following general procedure C to give the corresponding acid (450 mg, 80%). 3-(4′-Trifluoromethyl-biphenyl-4-yl)-(2S)-[4-(4-trifluoromethyl-phenoxy)-benzoylamino]-propionic acid methyl ester (121 mg, 82%) was prepared starting from the above acid (70 mg, 0.25 mmol) ... The reactants are F[B-](F)(F)F, CC(C)(C)c1ccc(CNCCc2c(Cl)cccc2Cl)cc1, CCN(C(C)C)C(C)C, CN(C)C=O, O, CN(C)C(On1nnc2ccccc21)=[N+](C)C, O=C(O)c1cccc2cc[nH]c12. The product is CC(C)(C)c1ccc(CN(CCc2c(Cl)cccc2Cl)C(=O)c2cccc3cc[nH]c23)cc1. RXN SMILES: [B-:13]([F:14])([F:15])([F:16])[F:17].[C:44]([CH3:45])([CH3:46])([CH3:47])[c:48]1[cH:49][cH:50][c:51]([CH2:52][NH:53][CH2:54][CH2:55][c:56]2[c:57]([Cl:63])[cH:58][cH:59][cH:60][c:61]2[Cl:62])[cH:64][cH:65]1.[CH:35]([N:36]([CH2:37][CH3:38])[CH:39]([CH3:40])[CH3:41])([CH3:42])[CH3:43].[O:66]=[CH:67][N:68]([CH3:69])[CH3:70].[OH2:71].[n:18]1([O:19][C:20]([N:21]([CH3:22])[CH3:23])=[N+:24]([CH3:25])[CH3:26])[c:27]2[cH:28][cH:29][cH:30][cH:31][c:32]2[n:33][n:34]1.[nH:1]1[cH:2][cH:3][c:4]2[cH:5][cH:6][cH:7][c:8]([C:10](=[O:11])[OH:12])[c:9]12>>[nH:1]1[cH:2][cH:3][c:4]2[cH:5][cH:6][cH:7][c:8]([C:10](=[O:12])[N:53]([CH2:52][c:51]3[cH:50][cH:49][c:48]([C:44]([CH3:45])([CH3:46])[CH3:47])[cH:65][cH:64]3)[CH2:54][CH2:55][c:56]3[c:57]([Cl:63])[cH:58][cH:59][cH:60][c:61]3[Cl:62])[c:9]12.